Dataset: the Open Reaction Database (ORD), a public repository of structured organic reaction records. Task: describe an organic reaction: reactants, conditions, products, and yield The reactants are C1CCOC1, C(=NC1CCCCC1)=NC1CCCCC1, O=C(O)C(Nc1ccc(Cl)cc1)c1ccccc1, OC1CN2CCC1CC2, On1nnc2ccccc21. The product is O=C(OC1CN2CCC1CC2)C(Nc1ccc(Cl)cc1)c1ccccc1. Reaction SMILES: [CH2:53]1[O:54][CH2:55][CH2:56][CH2:57]1.[CH:19]1([N:20]=[C:21]=[N:22][CH:23]2[CH2:24][CH2:25][CH2:26][CH2:27][CH2:28]2)[CH2:29][CH2:30][CH2:31][CH2:32][CH2:33]1.[Cl:1][c:2]1[cH:3][cH:4][c:5]([NH:8][CH:9]([C:10](=[O:11])[OH:12])[c:13]2[cH:14][cH:15][cH:16][cH:17][cH:18]2)[cH:6][cH:7]1.[N:44]12[CH2:45][CH:46]([OH:52])[CH:47]([CH2:48][CH2:49]1)[CH2:50][CH2:51]2.[OH:34][n:35]1[c:36]2[c:37]([cH:38][cH:39][cH:40][cH:41]2)[n:42][n:43]1>>[Cl:1][c:2]1[cH:3][cH:4][c:5]([NH:8][CH:9]([C:10]([O:11][CH:46]2[CH2:45][N:44]3[CH2:49][CH2:48][CH:47]2[CH2:50][CH2:51]3)=[O:12])[c:13]2[cH:14][cH:15][cH:16][cH:17][cH:18]2)[cH:6][cH:7]1. The reactants are Cl, C1COCCO1, CC(C)(C)CN(CCC(=O)N1CCC(=C2c3ccccc3C=Cc3ccccc32)CC1)C(=O)OC(C)(C)C. Product: Cl, CC(C)(C)CNCCC(=O)N1CCC(=C2c3ccccc3C=Cc3ccccc32)CC1. Reaction SMILES: [ClH:7].[O:1]1[CH2:2][CH2:3][O:4][CH2:5][CH2:6]1.[cH:8]1[cH:9][cH:10][cH:11][c:12]2[c:18]1[CH:17]=[CH:16][c:15]1[c:14]([cH:22][cH:21][cH:20][cH:19]1)[C:13]2=[C:23]1[CH2:24][CH2:25][N:26]([C:29]([CH2:30][CH2:31][N:32]([C:33](=[O:34])[O:35][C:36]([CH3:37])([CH3:38])[CH3:39])[CH2:40][C:41]([CH3:42])([CH3:43])[CH3:44])=[O:45])[CH2:27][CH2:28]1>>[ClH:7].[cH:8]1[cH:9][cH:10][cH:11][c:12]2[c:18]1[CH:17]=[CH:16][c:15]1[c:14]([cH:22][cH:21][cH:20][cH:19]1)[C:13]2=[C:23]1[CH2:24][CH2:25][N:26]([C:29]([CH2:30][CH2:31][NH:32][CH2:40][C:41]([CH3:42])([CH3:43])[CH3:44])=[O:45])[CH2:27][CH2:28]1. The reactants are COC(=O)c1ccc(OC)c(Oc2ccc([N+](=O)[O-])cn2)c1, CCO, Cl, [Fe]. Yields the product COC(=O)c1ccc(OC)c(Oc2ccc(N)cn2)c1. As a reaction SMILES: [CH3:1][O:2][c:3]1[c:4]([O:13][c:14]2[n:15][cH:16][c:17]([N+:20]([O-:21])=[O:22])[cH:18][cH:19]2)[cH:5][c:6]([C:7](=[O:8])[O:9][CH3:10])[cH:11][cH:12]1.[CH3:24][CH2:25][OH:26].[ClH:23].[Fe:27]>>[CH3:1][O:2][c:3]1[c:4]([O:13][c:14]2[n:15][cH:16][c:17]([NH2:20])[cH:18][cH:19]2)[cH:5][c:6]([C:7](=[O:8])[O:9][CH3:10])[cH:11][cH:12]1. Starting materials: COC=1C=C2C(=CC=NC2=CC1OC)N1CCOC2=C(C1)C=C(C=C2)Br (4-[6,7-bis(methyloxy)quinolin-4-yl]-7-bromo-2,3,4,5-tetrahydro-1,4-benzoxazepine), NC1=C(C=C(C=C1)B1OC(C)(C)C(C)(C)O1)[N+](=O)[O-] (4-amino-3-nitrophenylboronic acid pinacol ester), C([O-])([O-])=O.[K+].[K+] (potassium carbonate), C(C)(=O)OCC (Ethyl acetate). The reagents and catalysts are C1=CC=C(C=C1)P([C-]2C=CC=C2)C3=CC=CC=C3.C1=CC=C(C=C1)P([C-]2C=CC=C2)C3=CC=CC=C3.Cl[Pd]Cl.[Fe+2] (dichloro[1,1′-bis(diphenylphosphino)ferrocene]palladium). Run in C(OC)COC (dimethoxyethane). The product is COC=1C=C2C(=CC=NC2=CC1OC)N1CCOC2=C(C1)C=C(C=C2)C2=CC(=C(N)C=C2)[N+](=O)[O-] (4-{4-[6,7-bis(methyloxy)quinolin-4-yl]-2,3,4,5-tetrahydro-1,4-benzoxazepin-7-yl}-2-nitroaniline). Yield: 62.4%. As a reaction SMILES: [CH3:1][O:2][C:3]1[CH:4]=[C:5]2[C:10](=[CH:11][C:12]=1[O:13][CH3:14])[N:9]=[CH:8][CH:7]=[C:6]2[N:15]1[CH2:21][C:20]2[CH:22]=[C:23](Br)[CH:24]=[CH:25][C:19]=2[O:18][CH2:17][CH2:16]1.[NH2:27][C:28]1[CH:33]=[CH:32][C:31](B2OC(C)(C)C(C)(C)O2)=[CH:30][C:29]=1[N+:43]([O-:45])=[O:44].C(=O)([O-])[O-].[K+].[K+].C(OCC)(=O)C>C(COC)OC.C1C=CC(P(C2C=CC=CC=2)[C-]2C=CC=C2)=CC=1.C1C=CC(P(C2C=CC=CC=2)[C-]2C=CC=C2)=CC=1.Cl[Pd]Cl.[Fe+2]>[CH3:1][O:2][C:3]1[CH:4]=[C:5]2[C:10](=[CH:11][C:12]=1[O:13][CH3:14])[N:9]=[CH:8][CH:7]=[C:6]2[N:15]1[CH2:21][C:20]2[CH:22]=[C:23]([C:31]3[CH:32]=[CH:33][C:28]([NH2:27])=[C:29]([N+:43]([O-:45])=[O:44])[CH:30]=3)[CH:24]=[CH:25][C:19]=2[O:18][CH2:17][CH2:16]1 |f:2.3.4,7.8.9.10|. Reported procedure: A mixture 4-[6,7-bis(methyloxy)quinolin-4-yl]-7-bromo-2,3,4,5-tetrahydro-1,4-benzoxazepine (78 mg, 0.19 mmol), 4-amino-3-nitrophenylboronic acid pinacol ester (59 mg, 0.23 mmol), potassium carbonate (105 mg, 0.76 mmol), and dichloro[1,1′-bis(diphenylphosphino)ferrocene]palladium (II) dichloromethane adduct (20 mg, 0.02 mmol) in dimethoxyethane (3 mL) was stirred at 80° C. for 3 h. Ethyl acetate (50 mL) was added and the mixture was washed with water (20 mL), and brine (20 mL), dried over sodium ... Run in C(C)O (ethanol), C(C)O (ethanol). Procedure details: 3.4 g of the compound of Example 1 was boiled with sodium azide in ethanol under reflux. The crude azide was directly reduced with zinc and ammonium chloride in boiling ethanol to give 65% of the title compound. Isolated yield 65.0%. Reactants: C(C1=CC=CC=C1)(=O)C1=C(SC=C1)NC(C(C)(C)Br)=O (3-Benzoyl-2-(2-bromo-2-methylpropanoylamino)-thiophene), [Cl-].[NH4+] (ammonium chloride), [N-]=[N+]=[N-].[Na+] (sodium azide), [N-]=[N+]=[N-] (azide). The product is NC(C(=O)NC=1SC=CC1C(C1=CC=CC=C1)=O)(C)C (2-(2-Amino-2-methylpropanoylamino)-3-benzoyl-thiophene). Reaction SMILES: [C:1]([C:9]1[CH:13]=[CH:12][S:11][C:10]=1[NH:14][C:15](=[O:20])[C:16](Br)([CH3:18])[CH3:17])(=[O:8])[C:2]1[CH:7]=[CH:6][CH:5]=[CH:4][CH:3]=1.[N-:21]=[N+]=[N-].[Na+].[N-]=[N+]=[N-].[Cl-].[NH4+]>C(O)C.[Zn]>[NH2:21][C:16]([CH3:18])([CH3:17])[C:15]([NH:14][C:10]1[S:11][CH:12]=[CH:13][C:9]=1[C:1](=[O:8])[C:2]1[CH:7]=[CH:6][CH:5]=[CH:4][CH:3]=1)=[O:20] |f:1.2,4.5|. The reagents and catalysts are [Zn] (zinc). The reactants are C(C)OC(C(C)(OC1=C(C=C(C=C1)OCC=1C(=NC(=CC1)C1=CC=C(C=C1)OC(F)(F)F)C)C)C)=O (2-methyl-2-{2-methyl-4-[2-methyl-6-(4-trifluoromethoxy-phenyl)-pyridin-3-ylmethoxy]-phenoxy}-propionic acid ethyl ester), [OH-].[Na+] (NaOH), ice AcOEt HCl. Solvent: C1CCOC1.CCO (THF EtOH). Reaction conditions: time 4 hour. Product: CC(C(=O)O)(C)OC1=C(C=C(C=C1)OCC=1C(=NC(=CC1)C1=CC=C(C=C1)OC(F)(F)F)C)C (2-Methyl-2-{2-methyl-4-[2-methyl-6-(4-trifluoromethoxy-phenyl)-pyridin-3-ylmethoxy]-phenoxy}-propionic acid). As a reaction SMILES: C([O:3][C:4](=[O:36])[C:5]([CH3:35])([O:7][C:8]1[CH:13]=[CH:12][C:11]([O:14][CH2:15][C:16]2[C:17]([CH3:33])=[N:18][C:19]([C:22]3[CH:27]=[CH:26][C:25]([O:28][C:29]([F:32])([F:31])[F:30])=[CH:24][CH:23]=3)=[CH:20][CH:21]=2)=[CH:10][C:9]=1[CH3:34])[CH3:6])C.[OH-].[Na+]>C1COCC1.CCO>[CH3:35][C:5]([O:7][C:8]1[CH:13]=[CH:12][C:11]([O:14][CH2:15][C:16]2[C:17]([CH3:33])=[N:18][C:19]([C:22]3[CH:27]=[CH:26][C:25]([O:28][C:29]([F:31])([F:32])[F:30])=[CH:24][CH:23]=3)=[CH:20][CH:21]=2)=[CH:10][C:9]=1[CH3:34])([CH3:6])[C:4]([OH:36])=[O:3] |f:1.2,3.4|. Reported procedure: 0.243 g (0.483 mmol) of the above prepared 2-methyl-2-{2-methyl-4-[2-methyl-6-(4-trifluoromethoxy-phenyl)-pyridin-3-ylmethoxy]-phenoxy}-propionic acid ethyl ester was dissolved in 2.9 ml of THF/EtOH=1/1, treated with 1.45 ml (3 eq.) of 1N NaOH and kept at room temperature for 4 h. The reaction mixture was then poured onto crashed ice/AcOEt/HCl dil., the aqueous phase extracted again with AcOEt; the combined organic layers were washed with water, dried over sodium sulfate, and evaporated to dryne... Run at time 30 minute. Yields the product Cl.COC=1C=C2C(=NC=NC2=CC1OCC1=CC=NC=C1)C1C(NC2=CC=CC=C12)=O (6-methoxy4-(oxindol-3-yl)-7-(4-pyridylmethoxy)quinazoline hydrochloride). Yield: 19.8%. Reported procedure: A solution of oxindole (232 mg, 1.74 mmol) in THF (3 ml) was added dropwise under nitrogen, to sodium hydride (70 mg, 1.74 mmol, prewashed with hexane) in THF (3 ml). The mixture was stirred for 30 minutes at ambient temperature and 4-chloro-6-methoxy-7-(4-pyridylmethoxy)quinazoline (175 mg, 0.58 mmol) and then DMF (2 ml) was added. The mixture was heated at 60° C. for 1 hour and the THF was removed by evaporation. The residue was partitioned between cooled 2M hydrochloric acid and ethyl acetate... Starting materials: N1C(CC2=CC=CC=C12)=O (oxindole), [H-].[Na+] (sodium hydride), ClC1=NC=NC2=CC(=C(C=C12)OC)OCC1=CC=NC=C1 (4-chloro-6-methoxy-7-(4-pyridylmethoxy)quinazoline), CN(C)C=O (DMF). RXN SMILES: [NH:1]1[C:9]2[C:4](=[CH:5][CH:6]=[CH:7][CH:8]=2)[CH2:3][C:2]1=[O:10].[H-].[Na+].[Cl:13][C:14]1[C:23]2[C:18](=[CH:19][C:20]([O:26][CH2:27][C:28]3[CH:33]=[CH:32][N:31]=[CH:30][CH:29]=3)=[C:21]([O:24][CH3:25])[CH:22]=2)[N:17]=[CH:16][N:15]=1.CN(C=O)C>C1COCC1>[ClH:13].[CH3:25][O:24][C:21]1[CH:22]=[C:23]2[C:18](=[CH:19][C:20]=1[O:26][CH2:27][C:28]1[CH:33]=[CH:32][N:31]=[CH:30][CH:29]=1)[N:17]=[CH:16][N:15]=[C:14]2[CH:3]1[C:4]2[C:9](=[CH:8][CH:7]=[CH:6][CH:5]=2)[NH:1][C:2]1=[O:10] |f:1.2,6.7|. Solvent: C1CCOC1 (THF), C1CCOC1 (THF).